Dataset: the Open Reaction Database (ORD), a public repository of structured organic reaction records. Task: describe an organic reaction: reactants, conditions, products, and yield The product is O=S1(N(CCCC1)C1=CC=C(C=C1)C(=O)N1CCN(CC1)C1=NC(=C(C=C1C)C)C)=O ([4-(1,1-dioxo-1λ6-[1,2]thiazinan-2-yl)phenyl][4-(3,5,6-trimethylpyridin-2-yl)piperazin-1-yl]methanone). The yield is 81.7%. Procedure: Using (4-iodophenyl)[4-(3,5,6-trimethylpyridin-2-yl)piperazin-1-yl]methanone (218 mg) described in Preparation Example 120 and [1,2]thiazinane 1,1-dioxide (68 mg) and by the reaction and treatment in the same manner as in Example 1, the title compound (181 mg) was obtained. Reaction SMILES: I[C:2]1[CH:7]=[CH:6][C:5]([C:8]([N:10]2[CH2:15][CH2:14][N:13]([C:16]3[C:21]([CH3:22])=[CH:20][C:19]([CH3:23])=[C:18]([CH3:24])[N:17]=3)[CH2:12][CH2:11]2)=[O:9])=[CH:4][CH:3]=1.[S:25]1(=[O:32])(=[O:31])[CH2:30][CH2:29][CH2:28][CH2:27][NH:26]1>>[O:31]=[S:25]1(=[O:32])[CH2:30][CH2:29][CH2:28][CH2:27][N:26]1[C:2]1[CH:7]=[CH:6][C:5]([C:8]([N:10]2[CH2:15][CH2:14][N:13]([C:16]3[C:21]([CH3:22])=[CH:20][C:19]([CH3:23])=[C:18]([CH3:24])[N:17]=3)[CH2:12][CH2:11]2)=[O:9])=[CH:4][CH:3]=1. Starting materials: IC1=CC=C(C=C1)C(=O)N1CCN(CC1)C1=NC(=C(C=C1C)C)C ((4-iodophenyl)[4-(3,5,6-trimethylpyridin-2-yl)piperazin-1-yl]methanone), S1(NCCCC1)(=O)=O ([1,2]thiazinane 1,1-dioxide). Reactants: [OH-].[Na+] (sodium hydroxide), O (water), FC(C1=C(C(=CC=C1)C)S(=O)(=O)Cl)(F)F (2-trifluoromethyl-6-methylbenzenesulfonyl chloride), OCP(OC(C)C)(OC(C)C)=O (diisopropyl P-(hydroxymethyl)phosphonate). The reagents and catalysts are [Cl-].C(C1=CC=CC=C1)[N+](CC)(CC)CC (benzyltriethylammonium chloride). The solvent is C1(=CC=CC=C1)C (toluene), C1(=CC=CC=C1)C (toluene). The product is FC(C1=C(C(=CC=C1)C)S(=O)(=O)OCP(OC(C)C)(OC(C)C)=O)(F)F (di-O-isopropyl P-[[(2-trifluoromethyl-6-methylphenyl)sulfonyloxy]methyl]phosphonate). Yield: 94.8%. As a reaction SMILES: [OH-].[Na+].O.[OH:4][CH2:5][P:6](=[O:15])([O:11][CH:12]([CH3:14])[CH3:13])[O:7][CH:8]([CH3:10])[CH3:9].[F:16][C:17]([F:30])([F:29])[C:18]1[CH:23]=[CH:22][CH:21]=[C:20]([CH3:24])[C:19]=1[S:25](Cl)(=[O:27])=[O:26]>[Cl-].C([N+](CC)(CC)CC)C1C=CC=CC=1.C1(C)C=CC=CC=1>[F:30][C:17]([F:16])([F:29])[C:18]1[CH:23]=[CH:22][CH:21]=[C:20]([CH3:24])[C:19]=1[S:25]([O:4][CH2:5][P:6](=[O:15])([O:7][CH:8]([CH3:10])[CH3:9])[O:11][CH:12]([CH3:14])[CH3:13])(=[O:27])=[O:26] |f:0.1,5.6|. Procedure: A mixture of 100 mL of toluene, 11.6 g of 50% aqueous sodium hydroxide solution, and 10 mL of water was cooled in an ice bath and treated with 1.3 g of benzyltriethylammonium chloride and 12.0 g of diisopropyl P-(hydroxymethyl)phosphonate (prepared as in U.S. Pat. No. 5,272,128) and stirred vigorously. To this was added a solution of 15 g of the compound of Example 16 (2-trifluoromethyl-6-methylbenzenesulfonyl chloride) in 10 mL of toluene. The cooling bath was removed and the mixture stirred fo...